Dataset: the Open Reaction Database (ORD), a public repository of structured organic reaction records. Task: describe an organic reaction: reactants, conditions, products, and yield Reactants: OC1CC(C2=CC=CC=C2C1)CCC1N(CCCC1)C (2-[2-(3-hydroxy-1,2,3,4-tetrahydronaphthalenyl)ethyl]-1-methylpiperidine), OC1C(CC2=CC=CC=C2C1O)C1CN(CC1)C (3-(3,4-dihydroxy-1,2,3,4-tetrahydro-2-naphthalenyl)-1-methylpyrrolidine). Product: OC1CC(C=2CC=CCC2C1)CCC1N(CCCC1)C (2-[2-(1,2,3,4,5,8-Hexahydro-3-hydroxynaphthalenyl)ethyl]-1-methylpiperidine). RXN SMILES: [OH:1][CH:2]1[CH2:11][C:10]2[C:5](=[CH:6][CH:7]=[CH:8][CH:9]=2)[CH:4]([CH2:12][CH2:13][CH:14]2[CH2:19][CH2:18][CH2:17][CH2:16][N:15]2[CH3:20])[CH2:3]1.OC1C(O)C2C(=CC=CC=2)CC1C1CCN(C)C1>>[OH:1][CH:2]1[CH2:11][C:10]2[CH2:9][CH:8]=[CH:7][CH2:6][C:5]=2[CH:4]([CH2:12][CH2:13][CH:14]2[CH2:19][CH2:18][CH2:17][CH2:16][N:15]2[CH3:20])[CH2:3]1. Reported procedure: Following the procedure of Example 6, part D, but substituting the 2-[2-(3-hydroxy-1,2,3,4-tetrahydronaphthalenyl)ethyl]-1-methylpiperidine for the 3-(3,4-dihydroxy-1,2,3,4-tetrahydro-2-naphthalenyl)-1-methylpyrrolidine, the title E compound is obtained. The reactants are [H-].[Al+3].[Li+].[H-].[H-].[H-] (lithium aluminium hydride), C1(C=CC(C=C1)=O)=O (p-benzo-quinone), C(CCCCCCCCC=C)(=O)OC (methyl undec-10-enoate), C(C(=C)C)(=O)O (methacrylic acid), B#B (diborane). Product: C(C(=C)C)(=O)OCCCCCCCCCCCC1(O)CC=C(O)C=C1 (1-(11-methacryloyloxyundecyl)-hydroquinone). RXN SMILES: [C:1]1(=[O:8])[CH:6]=[CH:5][C:4](=[O:7])[CH:3]=[CH:2]1.[C:9](OC)(=O)[CH2:10][CH2:11][CH2:12][CH2:13][CH2:14][CH2:15][CH2:16][CH2:17][CH:18]=[CH2:19].B#B.[H-].[Al+3].[Li+].[H-].[H-].[H-].[C:31]([OH:36])(=[O:35])[C:32]([CH3:34])=[CH2:33]>>[C:31]([O:36][CH2:19][CH2:18][CH2:17][CH2:16][CH2:15][CH2:14][CH2:13][CH2:12][CH2:11][CH2:10][CH2:9][C:4]1([CH:5]=[CH:6][C:1]([OH:8])=[CH:2][CH2:3]1)[OH:7])(=[O:35])[C:32]([CH3:34])=[CH2:33] |f:3.4.5.6.7.8|. Procedure: 2-(11-Hydroxyundecyl)-hydroquinone obtained from 2-(10-carboxydecyl)-hydroquinone (prepared from p-benzo-quinone and methyl undec-10-enoate by using diborane and then carrying out hydrolysis) by reduction with lithium aluminium hydride is esterified with methacrylic acid to give 1-(11-methacryloyloxyundecyl)-hydroquinone.